From a dataset of the Open Reaction Database (ORD), a public repository of structured organic reaction records. describe an organic reaction: reactants, conditions, products, and yield Reactants: C(C1=CC=CC=C1)N1CCC(CC1)=O (1-benzyl-4-piperidone), C1(=CC=CC=C1)NCCN (N-phenylethylenediamine), C(#N)[BH3-].[Na+] (sodium cyanoborohydride). Solvent: CO (methanol), Cl (hydrogen chloride), CO (methanol). Yields the product C(C1=CC=CC=C1)N1CCC(CC1)NCCNC1=CC=CC=C1 (1-benzyl-4-(2-phenylaminoethylamino)-piperidine). RXN SMILES: [C:1]1([NH:7][CH2:8][CH2:9][NH2:10])[CH:6]=[CH:5][CH:4]=[CH:3][CH:2]=1.[CH2:11]([N:18]1[CH2:23][CH2:22][C:21](=O)[CH2:20][CH2:19]1)[C:12]1[CH:17]=[CH:16][CH:15]=[CH:14][CH:13]=1.C([BH3-])#N.[Na+]>CO.Cl>[CH2:11]([N:18]1[CH2:23][CH2:22][CH:21]([NH:10][CH2:9][CH2:8][NH:7][C:1]2[CH:6]=[CH:5][CH:4]=[CH:3][CH:2]=2)[CH2:20][CH2:19]1)[C:12]1[CH:17]=[CH:16][CH:15]=[CH:14][CH:13]=1 |f:2.3|. Procedure details: To the solution of 12.6 g of N-phenylethylenediamine in 200 ml of methanol, 50 ml of 4.1 N ethanolic hydrogen chloride are added dropwise followed by 18.9 g of 1-benzyl-4-piperidone in 100 ml of methanol. Then, 9.45 g sodium cyanoborohydride are added in portions while stirring at room temperature. After 72 hours the mixture is filtered, the residue dissolved in water and the solution made basic with 12.5% aqueous sodium hydroxide. It is extracted with methylene chloride, dried and evaporated to... Reaction conditions: temperature 25 celsius, time 10 minute. The reagents and catalysts are CC(=O)[O-].CC(=O)[O-].[Pd+2] (Pd(OAc)2), [Cu](I)I (copper iodide). Product: FC1=CC=C(C=C1)C(=O)C=1C=CC2=C(C=C(O2)CCN2[C@@H](CCC2)C)C1 ((4-fluorophenyl)(2-{2-[(2R)-2-methyl-1-pyrrolidinyl]ethyl}-1-benzofuran-5-yl)methanone). Isolated yield 18.0%. Procedure: The product from Example 68A (6.5 g, 18.5 mmol) was sequentially treated with a 0.1 M solution of the product from Example 68B in acetonitrile (230 mL, 23.0 mmol), Pd(OAc)2 (0.127 g, 0.566 mmol), tris(4-methylphenyl)phosphine (0.344 g, 1.130 mmol), and copper iodide (1.08 g, 95.72 mmol). After stirring at 25° C. for 10 minutes, the reaction mixture was treated with diisopropyl amine (26.6 mL, 189 mmol) and then heated at 60° C. in an inert atmosphere for 16 hours. The reaction mixture was allowe... RXN SMILES: [F:1][C:2]1[CH:7]=[CH:6][C:5]([C:8]([C:10]2[CH:15]=[CH:14][C:13]([OH:16])=[C:12](I)[CH:11]=2)=[O:9])=[CH:4][CH:3]=1.[CH2:18]([N:22]1[CH2:26][CH2:25][CH2:24][C@H:23]1[CH3:27])[CH2:19][C:20]#[CH:21].C(#N)C.CC1C=CC(P(C2C=CC(C)=CC=2)C2C=CC(C)=CC=2)=CC=1.C(NC(C)C)(C)C>CC([O-])=O.CC([O-])=O.[Pd+2].[Cu](I)I>[F:1][C:2]1[CH:7]=[CH:6][C:5]([C:8]([C:10]2[CH:15]=[CH:14][C:13]3[O:16][C:20]([CH2:19][CH2:18][N:22]4[CH2:26][CH2:25][CH2:24][C@H:23]4[CH3:27])=[CH:21][C:12]=3[CH:11]=2)=[O:9])=[CH:4][CH:3]=1 |f:5.6.7|. Reactants: FC1=CC=C(C=C1)C(=O)C1=CC(=C(C=C1)O)I ((4-fluorophenyl)(4-hydroxy-3-iodophenyl)methanone), solution, C(CC#C)N1[C@@H](CCC1)C ((2R)-1-(3-butynyl)-2-methylpyrolidine), C(C)#N (acetonitrile), CC1=CC=C(C=C1)P(C1=CC=C(C=C1)C)C1=CC=C(C=C1)C (tris(4-methylphenyl)phosphine), C(C)(C)NC(C)C (diisopropyl amine). The reactants are C(CC(=O)C)(=O)OC(C)(C)C (1,1-dimethylethyl acetoacetate), C1(CC1)C(C=CC=O)=C(C1=CC=C(C=C1)F)C1=CC=C(C=C1)F (4-cyclopropyl-5,5-bis(4-fluorophenyl)-2,4-pentadienal). Run in O1CCCC1 (tetrahydrofuran). Reaction conditions: temperature -70 celsius, time 2.5 hour. Product: C1(CC1)C(C=CC(CC(CC(=O)OC(C)(C)C)=O)O)=C(C1=CC=C(C=C1)F)C1=CC=C(C=C1)F (1,1-Dimethylethyl 8-cyclopropyl-9,9-bis(4-fluorophenyl)-5-hydroxy-3-oxo-6,8-nonadienoate). The yield is 66.0%. Reaction SMILES: [C:1]([O:7][C:8]([CH3:11])([CH3:10])[CH3:9])(=[O:6])[CH2:2][C:3]([CH3:5])=[O:4].[CH:12]1([C:15](=[C:20]([C:28]2[CH:33]=[CH:32][C:31]([F:34])=[CH:30][CH:29]=2)[C:21]2[CH:26]=[CH:25][C:24]([F:27])=[CH:23][CH:22]=2)[CH:16]=[CH:17][CH:18]=[O:19])[CH2:14][CH2:13]1>O1CCCC1>[CH:12]1([C:15](=[C:20]([C:21]2[CH:26]=[CH:25][C:24]([F:27])=[CH:23][CH:22]=2)[C:28]2[CH:33]=[CH:32][C:31]([F:34])=[CH:30][CH:29]=2)[CH:16]=[CH:17][CH:18]([OH:19])[CH2:5][C:3](=[O:4])[CH2:2][C:1]([O:7][C:8]([CH3:11])([CH3:10])[CH3:9])=[O:6])[CH2:13][CH2:14]1. Procedure: The dianion of 1,1-dimethylethyl acetoacetate (22 mL of 0.5M solution, 11 mmol) was added to a solution of 4-cyclopropyl-5,5-bis(4-fluorophenyl)-2,4-pentadienal (2.0 g, 9.7 mmol) in 30 mL tetrahydrofuran at -70° C. The mixture was stirred for 2.5 hours at -70° C. and quenched with saturated ammonium chloride solution. The mixture was extracted with diethyl ether; the extracts were dried over magnesium sulfate and concentrated in vacuo to give 3,0 g of the title compound as an oil. MS(CI): m/e =4... Reactants: Cc1c(Br)c(=O)n(C2CCCC2)c2nc(S(C)=O)ncc12, COc1ccc(CN)cc1, Cc1ccccc1. Product: COc1ccc(CNc2ncc3c(C)c(Br)c(=O)n(C4CCCC4)c3n2)cc1. As a reaction SMILES: [Br:1][c:2]1[c:3]([CH3:21])[c:4]2[c:5]([n:6][c:7]([S:10]([CH3:11])=[O:12])[n:8][cH:9]2)[n:13]([CH:16]2[CH2:17][CH2:18][CH2:19][CH2:20]2)[c:14]1=[O:15].[CH3:22][O:23][c:24]1[cH:25][cH:26][c:27]([CH2:28][NH2:29])[cH:30][cH:31]1.[CH3:32][c:33]1[cH:34][cH:35][cH:36][cH:37][cH:38]1>>[Br:1][c:2]1[c:3]([CH3:21])[c:4]2[c:5]([n:6][c:7]([NH:29][CH2:28][c:27]3[cH:26][cH:25][c:24]([O:23][CH3:22])[cH:31][cH:30]3)[n:8][cH:9]2)[n:13]([CH:16]2[CH2:17][CH2:18][CH2:19][CH2:20]2)[c:14]1=[O:15]. Starting materials: CCOC(=O)CC1CCc2cc(OCCCBr)ccc21, [Cl-], [H-], Nc1ccccc1, [NH4+], [Na+], CN(C)C=O. Product: CCOC(=O)CC1CCc2cc(OCCCNc3ccccc3)ccc21. As a reaction SMILES: [Br:10][CH2:11][CH2:12][CH2:13][O:14][c:15]1[cH:16][c:17]2[c:21]([cH:22][cH:23]1)[CH:20]([CH2:24][C:25](=[O:26])[O:27][CH2:28][CH3:29])[CH2:19][CH2:18]2.[Cl-:30].[H-:8].[NH2:1][c:2]1[cH:3][cH:4][cH:5][cH:6][cH:7]1.[NH4+:31].[Na+:9].[O:32]=[CH:33][N:34]([CH3:35])[CH3:36]>>[NH:1]([c:2]1[cH:3][cH:4][cH:5][cH:6][cH:7]1)[CH2:11][CH2:12][CH2:13][O:14][c:15]1[cH:16][c:17]2[c:21]([cH:22][cH:23]1)[CH:20]([CH2:24][C:25](=[O:26])[O:27][CH2:28][CH3:29])[CH2:19][CH2:18]2. Product: N#CCCCOc1ccc(C(=O)O)cc1. Starting materials: N#CCCCBr, CC[O-], CCO, [Na+], O=C(O)c1ccc(O)cc1. Reaction SMILES: [Br:15][CH2:16][CH2:17][CH2:18][C:19]#[N:20].[CH3:11][CH2:12][O-:13].[CH3:21][CH2:22][OH:23].[Na+:14].[OH:1][C:2](=[O:3])[c:4]1[cH:5][cH:6][c:7]([OH:8])[cH:9][cH:10]1>>[OH:1][C:2](=[O:3])[c:4]1[cH:5][cH:6][c:7]([O:8][CH2:16][CH2:17][CH2:18][C:19]#[N:20])[cH:9][cH:10]1.